Dataset: the Open Reaction Database (ORD), a public repository of structured organic reaction records. Task: describe an organic reaction: reactants, conditions, products, and yield Reactants: third, C(=C)(C)C1=NC(=CC=C1)OC (2-isopropenyl-6-methoxypyridine), ClN1C(CCC1=O)=O (N-chlorosuccinimide), C(C)(C)(C)OO (t-butylhydroperoxide). Run in C(Cl)(Cl)(Cl)Cl (carbon tetrachloride). Conditions: temperature 140 celsius, time 5 hour. Yields the product ClCC(=C)C1=NC(=CC=C1)OC (2-(1-chloromethylvinyl)-6-methoxypyridine). Reaction SMILES: [C:1]([C:4]1[CH:9]=[CH:8][CH:7]=[C:6]([O:10][CH3:11])[N:5]=1)([CH3:3])=[CH2:2].[Cl:12]N1C(=O)CCC1=O.C(OO)(C)(C)C>C(Cl)(Cl)(Cl)Cl>[Cl:12][CH2:2][C:1]([C:4]1[CH:9]=[CH:8][CH:7]=[C:6]([O:10][CH3:11])[N:5]=1)=[CH2:3]. Procedure details: A mixture of 13.6 g of 2-isopropenyl-6-methoxypyridine, 16.3 g of N-chlorosuccinimide, 0.2 g of t-butylhydroperoxide and 30 ml of carbon tetrachloride was stirred at 140° C. for 5 hours while being irradiated with light. After the reaction mixture was cooled to room temperature, the insoluble matter was filtered out. The filtrate was concentrated under a reduced pressure and the residue was purified by silica gel column chromatography (eluted with ethyl acetate-n-hexane 1:25) to obtain the follo... Reactants: ClC1=CC=C(C=C1)NCC=1C=NC=CC1 (N-(4-chlorophenyl)-[(3-pyridyl)methyl]amine), C(C)(=O)Cl (acetyl chloride). Run in C(C)N(CC)CC (triethylamine). Yields the product N1=CC(=CC=C1)CN(C(C)=O)C1=CC=C(C=C1)Cl (N-[(3-pyridyl)methyl]-N-(4-chlorophenyl)acetamide). Reaction SMILES: [Cl:1][C:2]1[CH:7]=[CH:6][C:5]([NH:8][CH2:9][C:10]2[CH:11]=[N:12][CH:13]=[CH:14][CH:15]=2)=[CH:4][CH:3]=1.[C:16](Cl)(=[O:18])[CH3:17]>C(N(CC)CC)C>[N:12]1[CH:13]=[CH:14][CH:15]=[C:10]([CH2:9][N:8]([C:5]2[CH:4]=[CH:3][C:2]([Cl:1])=[CH:7][CH:6]=2)[C:16](=[O:18])[CH3:17])[CH:11]=1. Procedure: N-[(3-pyridyl)methyl]-N-(4-chlorophenyl)acetamide was prepared by reacting 5.0 g. of N-(4-chlorophenyl)-[(3-pyridyl)methyl]amine with 2.0 g. of acetyl chloride in 250 ml. containing 3.0 g. of triethylamine according to the method of Example 11. Weight 1.1 g. M.P. 64°-65° C. The reactants are [N+](=O)(O)[O-] (nitric acid), magnesia, C(C)(=O)O (acetic acid), magnesium salt, [OH-].[Mg+2].[OH-] (magnesium hydroxide), [OH-].[Mg+2].[OH-] (magnesium hydroxide), [O-2].[Mg+2] (magnesium oxide), MgO, [N+](=O)(O)[O-] (nitric acid), magnesium salt, magnesium salt, [N+](=O)(O)[O-] (nitric acid), C(C)(=O)O (acetic acid), [O-2].[Mg+2] (magnesium oxide), magnesium salt, C(C)(=O)O (acetic acid). Solvent: O (water). The product is C(C)(=O)[O-].[Mg+2].C(C)(=O)[O-] (magnesium acetate), [N+](=O)([O-])[O-].[Mg+2].[N+](=O)([O-])[O-] (magnesium nitrate). Reaction SMILES: [O-2].[Mg+2:2].[OH-].[Mg+2].[OH-].[N+:6]([O-:9])([OH:8])=[O:7].[C:10]([OH:13])(=[O:12])[CH3:11]>O>[C:10]([O-:13])(=[O:12])[CH3:11].[Mg+2:2].[C:10]([O-:13])(=[O:12])[CH3:11].[N+:6]([O-:9])([O-:8])=[O:7].[Mg+2:2].[N+:6]([O-:9])([O-:8])=[O:7] |f:0.1,2.3.4,8.9.10,11.12.13|. Procedure details: As for the light magnesium oxide used for preparing said slurry of magnesium salt and said slurry of magnesium hydroxide in said step 1), the specific surface area is ≧100 m2/g, and the content of MgO≧95% (at weight); the monoprotonic acid used for preparing the slurry of magnesium salt is acetic acid and/or nitric acid; the dosage of acetic acid and/or nitric acid is determined according to the mole ratio for its sufficient reaction with MgO; the solid content of the slurry of magnesium salt an... Reactants: N1(CCC1)C1=C(C=C2C(C(=CN(C2=N1)CCC#N)C(=O)OCC)=O)C#N (ethyl 7-azetidin-1-yl-6-cyano-1-(2-cyanoethyl)-4-oxo-1,4-dihydro-1,8-naphthyridine-3-carboxylate), [Li+].[OH-] (LiOH), C(CC(O)(C(=O)O)CC(=O)O)(=O)O (citric acid). The solvent is CO (methanol). Reaction conditions: time 18 hour. Yields the product N1(CCC1)C1=C(C=C2C(C(=CNC2=N1)C(=O)O)=O)C#N (7-azetidin-1-yl-6-cyano-4-oxo-1,4-dihydro-1,8-naphthyridine-3-carboxylic acid). Reaction SMILES: [N:1]1([C:5]2[N:14]=[C:13]3[C:8]([C:9](=[O:24])[C:10]([C:19]([O:21]CC)=[O:20])=[CH:11][N:12]3CCC#N)=[CH:7][C:6]=2[C:25]#[N:26])[CH2:4][CH2:3][CH2:2]1.[Li+].[OH-].C(O)(=O)CC(CC(O)=O)(C(O)=O)O>CO>[N:1]1([C:5]2[N:14]=[C:13]3[C:8]([C:9](=[O:24])[C:10]([C:19]([OH:21])=[O:20])=[CH:11][NH:12]3)=[CH:7][C:6]=2[C:25]#[N:26])[CH2:4][CH2:3][CH2:2]1 |f:1.2|. Procedure: A solution of EXAMPLE 83A (0.38 g) in methanol (100 mL) was treated with 1M LiOH (50 mL), stirred for 18 hours, treated with 10% citric acid, and filtered. NMR (300 MHz, DMSO-d6) δ 14.83 (s, 1H), 13.27 (br s, 1H), 8.67 (s, 1H), 8.48 (s, 1H), 4.43 (br s, 4H), 2.40 (m, 2H). The reactants are CC(C)C1CCC(=O)CC1, O=C(CNc1nn(Cc2ccccc2)c2ccc(C(F)(F)F)cc12)NC1CNC1. Yields the product CC(C)C1CCC(N2CC(NC(=O)CNc3nn(Cc4ccccc4)c4ccc(C(F)(F)F)cc34)C2)CC1. Reaction SMILES: [CH:30]([CH3:31])([CH3:32])[CH:33]1[CH2:34][CH2:35][C:36](=[O:39])[CH2:37][CH2:38]1.[NH:1]1[CH2:2][CH:3]([NH:5][C:6]([CH2:7][NH:8][c:9]2[n:10][n:11]([CH2:22][c:23]3[cH:24][cH:25][cH:26][cH:27][cH:28]3)[c:12]3[cH:13][cH:14][c:15]([C:18]([F:19])([F:20])[F:21])[cH:16][c:17]23)=[O:29])[CH2:4]1>>[N:1]1([CH:36]2[CH2:35][CH2:34][CH:33]([CH:30]([CH3:31])[CH3:32])[CH2:38][CH2:37]2)[CH2:2][CH:3]([NH:5][C:6]([CH2:7][NH:8][c:9]2[n:10][n:11]([CH2:22][c:23]3[cH:24][cH:25][cH:26][cH:27][cH:28]3)[c:12]3[cH:13][cH:14][c:15]([C:18]([F:19])([F:20])[F:21])[cH:16][c:17]23)=[O:29])[CH2:4]1.